The task is: describe an organic reaction: reactants, conditions, products, and yield. This data is from the Open Reaction Database (ORD), a public repository of structured organic reaction records. Procedure details: A mixture of 29 g of tryptamine and 30 g of 3-methoxy-phenylacetic acid was heated at 200° C. for one hour and after cooling the mixture to 50° C., the mixture was dissolved in 200 ml of ethyl acetate. The organic phase was washed successively with N hydrochloric acid, with water, with 2 N sodium hydroxide and with water and was dried and evaporated to dryness. The 59 g of red oil were crystallized from ether and the mixture was vacuum filtered. The product was dried to obtain 47.2 g of 3-methox... Conditions: temperature 200 celsius. Solvent: C(C)(=O)OCC (ethyl acetate). The reactants are NCCC1=CNC2=CC=CC=C12 (tryptamine), COC=1C=C(C=CC1)CC(=O)O (3-methoxy-phenylacetic acid). The product is COC=1C=C(C=CC1)CC(=O)NCCC1=CNC2=CC=CC=C12 (3-methoxy-N-[2-(1H-indol-3-yl)-ethyl]-benzeneacetamide). The yield is 84.8%. Reaction SMILES: [NH2:1][CH2:2][CH2:3][C:4]1[C:12]2[C:7](=[CH:8][CH:9]=[CH:10][CH:11]=2)[NH:6][CH:5]=1.[CH3:13][O:14][C:15]1[CH:16]=[C:17]([CH2:21][C:22](O)=[O:23])[CH:18]=[CH:19][CH:20]=1>C(OCC)(=O)C>[CH3:13][O:14][C:15]1[CH:16]=[C:17]([CH2:21][C:22]([NH:1][CH2:2][CH2:3][C:4]2[C:12]3[C:7](=[CH:8][CH:9]=[CH:10][CH:11]=3)[NH:6][CH:5]=2)=[O:23])[CH:18]=[CH:19][CH:20]=1. Reactants: BrCCOC1=C(C=C(C=C1)[N+](=O)[O-])C1=CC=NN1C (5-[2-(2-bromo-ethoxy)-5-nitro-phenyl]-1-methyl-1H-pyrazole), BrN1C(CCC1=O)=O (N-bromosuccinimide). Run in CN(C)C=O (DMF). Run at temperature 100 celsius, time 10 minute. Yields the product BrC=1C=NN(C1C1=C(C=CC(=C1)[N+](=O)[O-])OCCBr)C (4-bromo-5-[2-(2-bromo-ethoxy)-5-nitro-phenyl]-1-methyl-1H-pyrazole). Isolated yield 80.9%. As a reaction SMILES: [Br:1][CH2:2][CH2:3][O:4][C:5]1[CH:10]=[CH:9][C:8]([N+:11]([O-:13])=[O:12])=[CH:7][C:6]=1[C:14]1[N:18]([CH3:19])[N:17]=[CH:16][CH:15]=1.[Br:20]N1C(=O)CCC1=O>CN(C=O)C>[Br:20][C:15]1[CH:16]=[N:17][N:18]([CH3:19])[C:14]=1[C:6]1[CH:7]=[C:8]([N+:11]([O-:13])=[O:12])[CH:9]=[CH:10][C:5]=1[O:4][CH2:3][CH2:2][Br:1]. Reported procedure: A mixture of 5-[2-(2-bromo-ethoxy)-5-nitro-phenyl]-1-methyl-1H-pyrazole (200 mg, 0.61 mmole), and N-bromosuccinimide (0.61 mmole, 1.0 eq) in 2 mL of DMF was stirred at 100° C. for 10 minutes in the Microwave. The mixture was quenched with water, extract with ethyl acetate, and dried in vacuo give the title compound as a yellow solid (200 mg, 81%). 1H NMR (400 MHz, CDCl3) δ3.53-3.64 (m, 2H), 3.78 (s, 3H), 4.38-4.49 (m, 2H), 7.11 (d, 1H), 7.57 (s, 1H), 8.23 (s, 1H), 8.39 (d, 1H). Exact mass calcul... Reactants: C(C)(C)(C)OC(NCCOCCC#N)=O ([2-(2-cyano-ethoxy)-ethyl]carbamic acid tert-butyl ester), Cl (HCl). Solvent: CCOCC (ether). Product: Cl.NCCOCCC#N (3-(2-Amino-ethoxy)-propionitrile hydrochloride). As a reaction SMILES: C(OC(=O)[NH:7][CH2:8][CH2:9][O:10][CH2:11][CH2:12][C:13]#[N:14])(C)(C)C.[ClH:16]>CCOCC>[ClH:16].[NH2:7][CH2:8][CH2:9][O:10][CH2:11][CH2:12][C:13]#[N:14] |f:3.4|. Reported procedure: 3-(2-Amino-ethoxy)-propionitrile hydrochloride (300 mg) was prepared by following General Procedure L starting from [2-(2-cyano-ethoxy)-ethyl]carbamic acid tert-butyl ester (430 mg) in 2M HCl in ether (2 mL). The reactants are C[Si](C)(C)C#N, CCCCCC, CCOC(C)=O, CO, O=Cc1ccc(F)c(F)c1. Product: N#CC(O)c1ccc(F)c(F)c1. As a reaction SMILES: [CH3:11][Si:12]([CH3:13])([CH3:14])[C:15]#[N:16].[CH3:17][CH2:18][CH2:19][CH2:20][CH2:21][CH3:22].[CH3:23][CH2:24][O:25][C:26]([CH3:27])=[O:28].[CH3:29][OH:30].[F:1][c:2]1[cH:3][c:4]([CH:5]=[O:6])[cH:7][cH:8][c:9]1[F:10]>>[F:1][c:2]1[cH:3][c:4]([CH:5]([OH:6])[C:15]#[N:16])[cH:7][cH:8][c:9]1[F:10]. Reactants: CSc1cc(C)nc(SC)c1NC(=O)CCCCCCCCBr, O=C([O-])[O-], COC(=O)c1cccc2nc(S)oc12, [K+], [K+], C1COCCOCCOCCOCCOCCO1, CN(C)C=O, O. The product is COC(=O)c1cccc2nc(SCCCCCCCCC(=O)Nc3c(SC)cc(C)nc3SC)oc12. RXN SMILES: [Br:1][CH2:2][CH2:3][CH2:4][CH2:5][CH2:6][CH2:7][CH2:8][CH2:9][C:10](=[O:11])[NH:12][c:13]1[c:14]([S:22][CH3:23])[n:15][c:16]([CH3:21])[cH:17][c:18]1[S:19][CH3:20].[C:56](=[O:57])([O-:58])[O-:59].[CH3:24][O:25][C:26](=[O:27])[c:28]1[cH:29][cH:30][cH:31][c:32]2[n:33][c:34]([SH:37])[o:35][c:36]12.[K+:60].[K+:61].[O:38]1[CH2:39][CH2:40][O:41][CH2:42][CH2:43][O:44][CH2:45][CH2:46][O:47][CH2:48][CH2:49][O:50][CH2:51][CH2:52][O:53][CH2:54][CH2:55]1.[O:63]=[CH:64][N:65]([CH3:66])[CH3:67].[OH2:62]>>[CH2:2]([CH2:3][CH2:4][CH2:5][CH2:6][CH2:7][CH2:8][CH2:9][C:10](=[O:11])[NH:12][c:13]1[c:14]([S:22][CH3:23])[n:15][c:16]([CH3:21])[cH:17][c:18]1[S:19][CH3:20])[S:37][c:34]1[n:33][c:32]2[cH:31][cH:30][cH:29][c:28]([C:26]([O:25][CH3:24])=[O:27])[c:36]2[o:35]1. Starting materials: CN1N=NC=C1C(O)C=1C=NC(=CC1)C(F)(F)F ((1-methyl-1H-1,2,3-triazol-5-yl)(6-(trifluoromethyl)pyridin-3-yl)methanol), Intermediate 53. Reagents/catalysts: [O-2].[O-2].[Mn+4] (manganese dioxide). Solvent: CCOC(=O)C (EtOAc), O1CCOCC1 (1,4-dioxane). Reaction conditions: temperature 80 celsius, time 2 hour. The product is CN1N=NC=C1C(=O)C=1C=NC(=CC1)C(F)(F)F ((1-Methyl-1H-1,2,3-triazol-5-yl)(6-(trifluoromethyl)pyridin-3-yl)methanone). RXN SMILES: [CH3:1][N:2]1[C:6]([CH:7]([C:9]2[CH:10]=[N:11][C:12]([C:15]([F:18])([F:17])[F:16])=[CH:13][CH:14]=2)[OH:8])=[CH:5][N:4]=[N:3]1>O1CCOCC1.CCOC(C)=O.[O-2].[O-2].[Mn+4]>[CH3:1][N:2]1[C:6]([C:7]([C:9]2[CH:10]=[N:11][C:12]([C:15]([F:17])([F:16])[F:18])=[CH:13][CH:14]=2)=[O:8])=[CH:5][N:4]=[N:3]1 |f:3.4.5|. Reported procedure: To a 25 mL flask containing (1-methyl-1H-1,2,3-triazol-5-yl)(6-(trifluoromethyl)pyridin-3-yl)methanol (1 g, 3.87 mmol, Intermediate 53: step a) in 1,4-dioxane (10 mL) was added manganese dioxide (2.67 g, 30.65 mmol). The mixture was stirred in an 80° C. oil bath for 2 hours, then cooled to room temperature, diluted with EtOAc and filtered through Celite®. The solvents were removed under reduced pressure and the residue chromatographed (0-100% EtOAc/heptane gradient) to provide the title compound... Starting materials: CC=1N(C(=CC1C=O)C1=CC=CC=C1)S(=O)(=O)C1=CC=CC=C1 (2-methyl-5-phenyl-1-phenylsulfonyl-1H-pyrrole-3-carbaldehyde), [Cl-].C[NH3+] (methylammonium chloride), C(#N)[BH3-].[Na+] (sodium cyanoborohydride). The product is Cl.CNCC1=C(N(C(=C1)C1=CC=CC=C1)S(=O)(=O)C1=CC=CC=C1)C (N-Methyl-1-[2-methyl-5-phenyl-1-(phenylsulfonyl)-1H-pyrrol-3-yl]methanamine hydrochloride). Isolated yield 35.2%. RXN SMILES: [CH3:1][C:2]1[N:3]([S:15]([C:18]2[CH:23]=[CH:22][CH:21]=[CH:20][CH:19]=2)(=[O:17])=[O:16])[C:4]([C:9]2[CH:14]=[CH:13][CH:12]=[CH:11][CH:10]=2)=[CH:5][C:6]=1[CH:7]=O.[Cl-:24].C[NH3+].[C:27]([BH3-])#[N:28].[Na+]>>[ClH:24].[CH3:27][NH:28][CH2:7][C:6]1[CH:5]=[C:4]([C:9]2[CH:10]=[CH:11][CH:12]=[CH:13][CH:14]=2)[N:3]([S:15]([C:18]2[CH:23]=[CH:22][CH:21]=[CH:20][CH:19]=2)(=[O:17])=[O:16])[C:2]=1[CH3:1] |f:1.2,3.4,5.6|. Procedure: Using 2-methyl-5-phenyl-1-phenylsulfonyl-1H-pyrrole-3-carbaldehyde (0.27 g), methylammonium chloride (0.68 g) and sodium cyanoborohydride (0.28 g), a procedure as in Example 4 was performed to give the title compound as colorless crystals (yield 0.11 g, 35%).